From a dataset of the Open Reaction Database (ORD), a public repository of structured organic reaction records. describe an organic reaction: reactants, conditions, products, and yield Starting materials: C(C1=CC=CC=C1)OC(NC(C)C(NC1=C(C=C(C=C1)[N+](=O)[O-])C(C1=C(C=CC=C1)Cl)=O)=O)=O ((-)-benzyl-[1-[{2-(o-chlorobenzoyl)4-nitrophenyl}carbamoyl]-ethyl]carbamate), C1(=CC=CC=C1)C (toluene). Solvent: C(C)(=O)O (acetic acid). Product: ClC1=C(C=CC=C1)C1=NC(C(NC2=C1C=C(C=C2)[N+](=O)[O-])=O)C ((+)-5-(o-chlorophenyl)-1,3-dihydro-3-methyl-7-nitro-2H-1,4-benzodiazepin-2-one). RXN SMILES: C(OC(=O)[NH:10][CH:11]([C:13](=[O:33])[NH:14][C:15]1[CH:20]=[CH:19][C:18]([N+:21]([O-:23])=[O:22])=[CH:17][C:16]=1[C:24](=O)[C:25]1[CH:30]=[CH:29][CH:28]=[CH:27][C:26]=1[Cl:31])[CH3:12])C1C=CC=CC=1.C1(C)C=CC=CC=1>C(O)(=O)C>[Cl:31][C:26]1[CH:27]=[CH:28][CH:29]=[CH:30][C:25]=1[C:24]1[C:16]2[CH:17]=[C:18]([N+:21]([O-:23])=[O:22])[CH:19]=[CH:20][C:15]=2[NH:14][C:13](=[O:33])[CH:11]([CH3:12])[N:10]=1. Procedure details: 35 g of the foregoing propionoanilide are heated to reflux in 40 ml of glacial acetic acid and 200 ml of absolute toluene for 15 minutes. The residue obtained after distillation of the solvent is treated with methylene chloride and 10% sodium bicarbonate solution. The methylene chloride solution is washed twice with 10% sodium bicarbonate solution and once with water, dried over sodium sulfate, filtered and concentrated. The residue is taken up in benzene, some racemate formed crystallising out ... Starting materials: ClC=1C=C(C=CC1Cl)S(=O)(=O)N1C=2C=CC=CC2C2=CC=CC=C2C1CC(=O)O ([5-(3,4-dichloro-benzenesulfonyl)-5,6-dihydro-phenanthridin-6-yl]-acetic acid), ClC=1C=C(C=CC1Cl)S(=O)(=O)C1=CC=CC=2NC(C3=CC=CC=C3C12)C1N(CCN(C1)CCNC(C)=O)C1=CC=NC=C1 (5-(3,4-Dichloro-benzenesulfonyl-5,6-dihydro-phenanthridin-6-yl]-N-[2-(4-pyridin-4-yl-piperazin-1-yl)-ethyl]-acetamide). The product is N1(CCCCC1)C1CCN(CC1)CCCNC(CC1N(C=2C=CC=CC2C2=CC=CC=C12)S(=O)(=O)C1=CC(=C(C=C1)Cl)Cl)=O (N-(3-[1,4′]Bipiperidinyl-1′-yl-propyl)-2-[5-(3,4-dichloro-benzenesulfonyl)-5,6-dihydro-phenanthridin-6-yl]-acetamide). Reaction SMILES: [Cl:1][C:2]1[CH:3]=[C:4]([S:9]([N:12]2[CH:25]([CH2:26][C:27]([OH:29])=O)[C:24]3[C:19](=[CH:20][CH:21]=[CH:22][CH:23]=3)[C:18]3[CH:17]=[CH:16][CH:15]=[CH:14][C:13]2=3)(=[O:11])=[O:10])[CH:5]=[CH:6][C:7]=1[Cl:8].ClC1C=C(S(C2[C:54]3[C:53]4[C:48](=CC=CC=4)[CH:47]([CH:55]4CN(CCNC(=O)C)CC[N:56]4[C:67]4[CH:72]=[CH:71][N:70]=[CH:69][CH:68]=4)NC=3C=CC=2)(=O)=O)C=CC=1Cl>>[N:56]1([CH:67]2[CH2:68][CH2:69][N:70]([CH2:17][CH2:18][CH2:13][NH:12][C:27](=[O:29])[CH2:26][CH:25]3[C:20]4[C:19](=[CH:24][CH:23]=[CH:22][CH:21]=4)[C:18]4[CH:17]=[CH:16][CH:15]=[CH:14][C:13]=4[N:12]3[S:9]([C:4]3[CH:5]=[CH:6][C:7]([Cl:8])=[C:2]([Cl:1])[CH:3]=3)(=[O:11])=[O:10])[CH2:71][CH2:72]2)[CH2:55][CH2:47][CH2:48][CH2:53][CH2:54]1. Procedure details: The title compound was prepared from [5-(3,4-dichloro-benzenesulfonyl)-5,6-dihydro-phenanthridin-6-yl]-acetic acid (Example 2c) and 3-[1,4′]bipiperidinyl-1′-yl)-propylamine trihydrochloride (Reference Example 3) according to the method described in Example 1e. MS (EI) 655.68 (MH+). Starting materials: BrC1=CC=C(C=C1)OC(F)(F)F (1-bromo-4-(trifluoromethoxy)benzene), B(OC(C)C)(OC(C)C)OC(C)C (triisopropyl borate), C(CCC)[Li] (butyllithium), Cl (HCl), [Cl-].[Na+] (sodium chloride). Run in C1CCOC1 (THF), hexanes, CCCCCCC (heptane). Conditions: time 10 minute. Product: FC(OC1=CC=C(C=C1)B(O)O)(F)F (4-(trifluoromethoxy)phenylboronic acid). Yield: 90.4%. As a reaction SMILES: Br[C:2]1[CH:7]=[CH:6][C:5]([O:8][C:9]([F:12])([F:11])[F:10])=[CH:4][CH:3]=1.[B:13](OC(C)C)([O:18]C(C)C)[O:14]C(C)C.C([Li])CCC.Cl.[Cl-].[Na+]>C1COCC1.CCCCCCC>[F:10][C:9]([F:12])([F:11])[O:8][C:5]1[CH:6]=[CH:7][C:2]([B:13]([OH:18])[OH:14])=[CH:3][CH:4]=1 |f:4.5|. Procedure: A solution of 1-bromo-4-(trifluoromethoxy)benzene (1.69 kg) and triisopropyl borate (1.46 kg) in THF (6.75 L) at −70° C. was treated with 2.25 M butyllithium in hexanes (3.27 L) over 2.3 hours, stirred for 10 minutes, treated with 6M HCl (1.52 L) over 50 minutes, stirred for 18 hours at room temperature, and poured into a mixture of heptane (8.43 L) and 20% (w/w) sodium chloride (8.44 kg). This mixture was stirred for 10 minutes and separated into an aqueous fraction and an organic fraction. The... Starting materials: CNC1=NC=NC(=C1)NC1=C(C=CC=C1)[N+](=O)[O-] (N-methyl-N′-(2-nitro-phenyl)-pyrimidine-4,6-diamine), [H-].[Na+] (NaH), O (Water), ClC1=C(C=C(C(=C1N=C=O)Cl)OC)OC (2,4-dichloro-3-isocyanato-1,5-dimethoxy-benzene). The solvent is CCOC(=O)C (EtOAc), C1CCOC1 (THF). Run at time 30 minute. The product is ClC1=C(C(=C(C=C1OC)OC)Cl)NC(N(C1=NC=NC(=C1)NC1=C(C=CC=C1)[N+](=O)[O-])C)=O (3-(2,6-Dichloro-3,5-dimethoxy-phenyl)-1-methyl-1-[6-(2-nitro-phenylamino)-pyrimidin-4-yl]-urea). Yield: 17.9%. Reaction SMILES: [CH3:1][NH:2][C:3]1[CH:8]=[C:7]([NH:9][C:10]2[CH:15]=[CH:14][CH:13]=[CH:12][C:11]=2[N+:16]([O-:18])=[O:17])[N:6]=[CH:5][N:4]=1.[H-].[Na+].[Cl:21][C:22]1[C:27]([N:28]=[C:29]=[O:30])=[C:26]([Cl:31])[C:25]([O:32][CH3:33])=[CH:24][C:23]=1[O:34][CH3:35].O>C1COCC1.CCOC(C)=O>[Cl:21][C:22]1[C:23]([O:34][CH3:35])=[CH:24][C:25]([O:32][CH3:33])=[C:26]([Cl:31])[C:27]=1[NH:28][C:29](=[O:30])[N:2]([CH3:1])[C:3]1[CH:8]=[C:7]([NH:9][C:10]2[CH:15]=[CH:14][CH:13]=[CH:12][C:11]=2[N+:16]([O-:18])=[O:17])[N:6]=[CH:5][N:4]=1 |f:1.2|. Procedure details: To a solution of N-methyl-N′-(2-nitro-phenyl)-pyrimidine-4,6-diamine (150 g, 0.61 mmol) in THF (15 mL) was added NaH (60%, 60 g, 1.5 mmol) at 0° C., and the mixture was stirred for 30 minutes at room temperature. A solution of 2,4-dichloro-3-isocyanato-1,5-dimethoxy-benzene (180 g, 0.73 mmol) was added dropwise at room temperature. The resulting mixture was stirred for 2 hours. Water (2 mL) was added to quench the reaction. The mixture was concentrated, and the residue was purified by flash chro... Starting materials: CCOC(=O)N1c2ccccc2C=CC1OCC, COC(=O)c1ccc(C(=O)O)cn1, ClCCl, NN, O. The product is COC(=O)c1ccc(C(=O)NN)cn1. As a reaction SMILES: [CH2:14]([O:15][C:16]([N:17]1[c:18]2[c:19]([cH:20][cH:21][cH:22][cH:23]2)[CH:24]=[CH:25][CH:26]1[O:27][CH2:28][CH3:29])=[O:30])[CH3:31].[CH3:1][O:2][C:3](=[O:4])[c:5]1[n:6][cH:7][c:8]([C:11](=[O:12])[OH:13])[cH:9][cH:10]1.[Cl:35][CH2:36][Cl:37].[NH2:33][NH2:34].[OH2:32]>>[CH3:1][O:2][C:3](=[O:4])[c:5]1[n:6][cH:7][c:8]([C:11](=[O:13])[NH:33][NH2:34])[cH:9][cH:10]1. Starting materials: BrC1=NC2=C(C(=NC(=C2)C#N)C=2C=NC=C(C2)Cl)N1C[C@@H]1CC[C@H](CC1)C (2-bromo-4-(5-chloropyridin-3-yl)-3-((trans-4-methylcyclohexyl)methyl)-3H-imidazo[4,5-c]pyridine-6-carbonitrile), NC1=NC=CC=C1 (2-aminopyridine), C=1C=CC(=CC1)P(C=2C=CC=CC2)C3=CC=C4C=CC=CC4=C3C5=C6C=CC=CC6=CC=C5P(C=7C=CC=CC7)C=8C=CC=CC8 (BINAP), CC(C)([O-])C.[K+] (potassium tert-butoxide). Reagents/catalysts: C=1C=CC(=CC1)/C=C/C(=O)/C=C/C2=CC=CC=C2.C=1C=CC(=CC1)/C=C/C(=O)/C=C/C2=CC=CC=C2.C=1C=CC(=CC1)/C=C/C(=O)/C=C/C2=CC=CC=C2.[Pd].[Pd] (Pd2(dba)3). The solvent is C1(=CC=CC=C1)C (toluene). Reaction conditions: temperature 100 celsius. The product is ClC=1C=C(C=NC1)C1=NC(=CC2=C1N(C(=N2)NC2=NC=CC=C2)C[C@@H]2CC[C@H](CC2)C)C#N (4-(5-chloropyridin-3-yl)-3-[(trans-4-methylcyclohexyl)methyl]-2-(pyridin-2-ylamino)-3H-imidazo[4,5-c]pyridine-6-carbonitrile). RXN SMILES: Br[C:2]1[N:19]([CH2:20][C@H:21]2[CH2:26][CH2:25][C@H:24]([CH3:27])[CH2:23][CH2:22]2)[C:5]2[C:6]([C:12]3[CH:13]=[N:14][CH:15]=[C:16]([Cl:18])[CH:17]=3)=[N:7][C:8]([C:10]#[N:11])=[CH:9][C:4]=2[N:3]=1.[NH2:28][C:29]1[CH:34]=[CH:33][CH:32]=[CH:31][N:30]=1.C1C=CC(P(C2C(C3C(P(C4C=CC=CC=4)C4C=CC=CC=4)=CC=C4C=3C=CC=C4)=C3C(C=CC=C3)=CC=2)C2C=CC=CC=2)=CC=1.CC(C)([O-])C.[K+]>C1(C)C=CC=CC=1.C1C=CC(/C=C/C(/C=C/C2C=CC=CC=2)=O)=CC=1.C1C=CC(/C=C/C(/C=C/C2C=CC=CC=2)=O)=CC=1.C1C=CC(/C=C/C(/C=C/C2C=CC=CC=2)=O)=CC=1.[Pd].[Pd]>[Cl:18][C:16]1[CH:17]=[C:12]([C:6]2[C:5]3[N:19]([CH2:20][C@H:21]4[CH2:26][CH2:25][C@H:24]([CH3:27])[CH2:23][CH2:22]4)[C:2]([NH:28][C:29]4[CH:34]=[CH:33][CH:32]=[CH:31][N:30]=4)=[N:3][C:4]=3[CH:9]=[C:8]([C:10]#[N:11])[N:7]=2)[CH:13]=[N:14][CH:15]=1 |f:3.4,6.7.8.9.10|. Procedure details: To a solution of 2-bromo-4-(5-chloropyridin-3-yl)-3-((trans-4-methylcyclohexyl)methyl)-3H-imidazo[4,5-c]pyridine-6-carbonitrile (Preparative Example 3.1) (0.5 g, 1.128 mmol) in toluene (5 mL) in a pyrex tube, 2-aminopyridine (0.127 g, 1.35 mmol), and BINAP (35 mg, 0.056 mmol) were added, and the reaction mixture was degassed with argon for 5 minutes. Pd2(dba)3 (51 mg, 0.056 mmol) and potassium tert-butoxide (0.189 g, 1.69 mmol) were added, and the tube was capped and heated to 100° C. for 17 h. ... Reactants: CC(=O)OCC(=O)N1CCc2c(sc(NC(=O)c3ccccc3)c2C#N)C1, [Na+], [OH-]. The product is N#Cc1c(NC(=O)c2ccccc2)sc2c1CCN(C(=O)CO)C2. As a reaction SMILES: [C:1](#[N:2])[c:3]1[c:4]([NH:19][C:20](=[O:21])[c:22]2[cH:23][cH:24][cH:25][cH:26][cH:27]2)[s:5][c:6]2[c:11]1[CH2:10][CH2:9][N:8]([C:12]([CH2:13][O:14][C:15](=[O:16])[CH3:17])=[O:18])[CH2:7]2.[Na+:29].[OH-:28]>>[C:1](#[N:2])[c:3]1[c:4]([NH:19][C:20](=[O:21])[c:22]2[cH:23][cH:24][cH:25][cH:26][cH:27]2)[s:5][c:6]2[c:11]1[CH2:10][CH2:9][N:8]([C:12]([CH2:13][OH:14])=[O:18])[CH2:7]2. The reactants are N1C(=NC2=C1C=CC=C2)C(C=2C=C(C=O)C=CC2)OC2CCN(CC2)C (3-[(1H-benzimidazol-2-yl)(1-methylpiperidin-4-yloxy)methyl]benzaldehyde), [BH4-].[Na+] (sodium borohydride). Run in CO (methanol). Reaction conditions: time 15 minute. Yields the product N1C(=NC2=C1C=CC=C2)C(C=2C=C(C=CC2)CO)OC2CCN(CC2)C ({3-[(1H-benzimidazol-2-yl)(1-methylpiperidin-4-yloxy)methyl]-phenyl}methanol). Reaction SMILES: [NH:1]1[C:5]2[CH:6]=[CH:7][CH:8]=[CH:9][C:4]=2[N:3]=[C:2]1[CH:10]([O:19][CH:20]1[CH2:25][CH2:24][N:23]([CH3:26])[CH2:22][CH2:21]1)[C:11]1[CH:12]=[C:13]([CH:16]=[CH:17][CH:18]=1)[CH:14]=[O:15].[BH4-].[Na+]>CO>[NH:1]1[C:5]2[CH:6]=[CH:7][CH:8]=[CH:9][C:4]=2[N:3]=[C:2]1[CH:10]([O:19][CH:20]1[CH2:25][CH2:24][N:23]([CH3:26])[CH2:22][CH2:21]1)[C:11]1[CH:12]=[C:13]([CH2:14][OH:15])[CH:16]=[CH:17][CH:18]=1 |f:1.2|. Reported procedure: To a solution of 3-[(1H-benzimidazol-2-yl)(1-methylpiperidin-4-yloxy)methyl]benzaldehyde (example 505B, 310 mg) in methanol (4 mL) is added portionwise sodium borohydride (50 mg). The reaction mixture is stirred at room temperature for 15 minutes then heated at reflux for 3 h. Methanol is removed under reduced pressure. Water is added and the aqueous phase is extracted by ethyl acetate. The organic phase is washed by water, then dried over magnesium sulfate and concentrated to give {3-[(1H-benzi...